From a dataset of the Open Reaction Database (ORD), a public repository of structured organic reaction records. describe an organic reaction: reactants, conditions, products, and yield The reactants are O=C=Nc1ncc(Br)s1, CNCC=O, c1ccccc1. Product: CN(CC=O)C(=O)Nc1ncc(Br)s1. As a reaction SMILES: [Br:1][c:2]1[cH:3][n:4][c:5]([N:7]=[C:8]=[O:9])[s:6]1.[CH3:10][NH:11][CH2:12][CH:13]=[O:14].[cH:15]1[cH:16][cH:17][cH:18][cH:19][cH:20]1>>[Br:1][c:2]1[cH:3][n:4][c:5]([NH:7][C:8](=[O:9])[N:11]([CH3:10])[CH2:12][CH:13]=[O:14])[s:6]1. The reactants are C(C)N1N=C(C=C1)NC(C1=CC(=CC(=C1)O[C@H](COC)C)O)=O (N-(1-ethyl-1H-pyrazol-3-yl)-3-hydroxy-5-{[(1S)-1-methyl-2-(methyloxy)ethyl]oxy}benzamide), N1(CCC1)C(=O)C=1C=C(C(=NC1)Cl)Cl (5-(azetidin-1-ylcarbonyl)-2,3-dichloropyridine), C([O-])([O-])=O.[K+].[K+] (potassium carbonate). Solvent: C(C)#N (acetonitrile). Reaction conditions: temperature 160 celsius. The product is N1(CCC1)C(=O)C=1C=C(C(=NC1)OC=1C=C(C(=O)NC2=NN(C=C2)CC)C=C(C1)O[C@H](COC)C)Cl (3-{[5-(Azetidin-1-ylcarbonyl)-3-chloropyridin-2-yl]oxy}-N-(1-ethyl-1H-pyrazol-3-yl)-5-{[(1S)-1-methyl-2-(methyloxy)ethyl]oxy}benzamide). The yield is 85.6%. Reaction SMILES: [CH2:1]([N:3]1[CH:7]=[CH:6][C:5]([NH:8][C:9](=[O:23])[C:10]2[CH:15]=[C:14]([O:16][C@@H:17]([CH3:21])[CH2:18][O:19][CH3:20])[CH:13]=[C:12]([OH:22])[CH:11]=2)=[N:4]1)[CH3:2].[N:24]1([C:28]([C:30]2[CH:31]=[C:32]([Cl:37])[C:33](Cl)=[N:34][CH:35]=2)=[O:29])[CH2:27][CH2:26][CH2:25]1.C(=O)([O-])[O-].[K+].[K+]>C(#N)C>[N:24]1([C:28]([C:30]2[CH:31]=[C:32]([Cl:37])[C:33]([O:22][C:12]3[CH:11]=[C:10]([CH:15]=[C:14]([O:16][C@@H:17]([CH3:21])[CH2:18][O:19][CH3:20])[CH:13]=3)[C:9]([NH:8][C:5]3[CH:6]=[CH:7][N:3]([CH2:1][CH3:2])[N:4]=3)=[O:23])=[N:34][CH:35]=2)=[O:29])[CH2:27][CH2:26][CH2:25]1 |f:2.3.4|. Procedure details: A solution of N-(1-ethyl-1H-pyrazol-3-yl)-3-hydroxy-5-{[(1S)-1-methyl-2-(methyloxy)ethyl]oxy}benzamide (128 mg, 0.4 mmol) and the 5-(azetidin-1-ylcarbonyl)-2,3-dichloropyridine (111 mg, 0.48 mmol) in acetonitrile (2 mL) containing potassium carbonate (111 mg, 0.8 mmol) was heated in a microwave reactor at 160° C. for 6 hours. The reaction mixture was filtered and the filtrate evaporated to dryness under reduced pressure and purified by chromatography on silica, eluting with 50-100% ethyl acetate...